describe an organic reaction: reactants, conditions, products, and yield From a dataset of the Open Reaction Database (ORD), a public repository of structured organic reaction records. Reactants: CCOC(=O)/N=N/C(=O)OCC (DEAD), BrC=1C(N(C(NN1)=O)C)=O (6-bromo-4-methyl-2H-[1,2,4]triazine-3,5-dione), S1C(=CC=C1)CCO (2-thiophen-2-yl-ethanol), C1(=CC=CC=C1)P(C1=CC=CC=C1)C1=CC=CC=C1 (triphenylphosphine). Solvent: C1(=CC=CC=C1)C (toluene), C1CCOC1 (THF). Reaction conditions: temperature 70 celsius. Yields the product BrC=1C(N(C(N(N1)CCC=1SC=CC1)=O)C)=O (6-bromo-4-methyl-2-(2-thiophen-2-yl-ethyl)-2H-[1,2,4]triazine-3,5-dione). Isolated yield 78.3%. As a reaction SMILES: [Br:1][C:2]1[C:3](=[O:10])[N:4]([CH3:9])[C:5](=[O:8])[NH:6][N:7]=1.[S:11]1[CH:15]=[CH:14][CH:13]=[C:12]1[CH2:16][CH2:17]O.C1(P(C2C=CC=CC=2)C2C=CC=CC=2)C=CC=CC=1.CCOC(/N=N/C(OCC)=O)=O>C1COCC1.C1(C)C=CC=CC=1>[Br:1][C:2]1[C:3](=[O:10])[N:4]([CH3:9])[C:5](=[O:8])[N:6]([CH2:17][CH2:16][C:12]2[S:11][CH:15]=[CH:14][CH:13]=2)[N:7]=1. Procedure: 0.4 g (1.94 mmol) of intermediate 2a are placed in the presence of 0.24 mL (2.14 mmol) of 2-thiophen-2-yl-ethanol, 0.61 g (2.33 mmol) of triphenylphosphine in 4 mL of THF. At 0° C., 0.54 mL (2.33 mmol) of DEAD in solution in toluene are added dropwise. The reaction medium is heated for 7 h at 70° C. After concentration, the obtained residue is taken up with ethyl acetate and washed with water. After drying on MgSO4, the organic phase is dry concentrated. The obtained residue is purified by flash...